Dataset: the Open Reaction Database (ORD), a public repository of structured organic reaction records. Task: describe an organic reaction: reactants, conditions, products, and yield Starting materials: O=C1CCC2(CCCCC2)CC1, CCO, CC(C)(C)[O-], COCCOC, [K+], [C-]#[N+]CS(=O)(=O)c1ccc(C)cc1. Yields the product N#CC1CCC2(CCCCC2)CC1. RXN SMILES: [CH2:1]1[CH2:2][C:3](=[O:12])[CH2:4][CH2:5][C:6]12[CH2:7][CH2:8][CH2:9][CH2:10][CH2:11]2.[CH3:26][CH2:27][OH:28].[CH3:29][C:30]([CH3:31])([O-:32])[CH3:33].[CH3:35][O:36][CH2:37][CH2:38][O:39][CH3:40].[K+:34].[S:13]([c:15]1[cH:16][cH:17][c:18]([CH3:19])[cH:20][cH:21]1)(=[O:22])([CH2:23][N+:24]#[C-:14])=[O:25]>>[CH2:1]1[CH2:2][CH:3]([C:23]#[N:24])[CH2:4][CH2:5][C:6]12[CH2:7][CH2:8][CH2:9][CH2:10][CH2:11]2. Starting materials: CC(=O)O[BH-](OC(C)=O)OC(C)=O, COc1cc(-c2ccccc2)c(-c2ccc(C=O)cc2)nn1, CC(=O)O, CN(C)C=O, c1ccc(-c2cc(C3CCNCC3)n[nH]2)nc1, [Na+]. Product: COc1cc(-c2ccccc2)c(-c2ccc(CN3CCC(c4cc(-c5ccccn5)[nH]n4)CC3)cc2)nn1. Reaction SMILES: [C:44]([O:45][BH-:46]([O:47][C:48](=[O:49])[CH3:50])[O:51][C:52](=[O:53])[CH3:54])(=[O:55])[CH3:56].[CH3:1][O:2][c:3]1[cH:4][c:5](-[c:17]2[cH:18][cH:19][cH:20][cH:21][cH:22]2)[c:6](-[c:9]2[cH:10][cH:11][c:12]([CH:13]=[O:14])[cH:15][cH:16]2)[n:7][n:8]1.[CH3:40][C:41](=[O:42])[OH:43].[CH3:58][N:59]([CH3:60])[CH:61]=[O:62].[NH:23]1[CH2:24][CH2:25][CH:26]([c:29]2[n:30][nH:31][c:32](-[c:34]3[n:35][cH:36][cH:37][cH:38][cH:39]3)[cH:33]2)[CH2:27][CH2:28]1.[Na+:57]>>[CH3:1][O:2][c:3]1[cH:4][c:5](-[c:17]2[cH:18][cH:19][cH:20][cH:21][cH:22]2)[c:6](-[c:9]2[cH:10][cH:11][c:12]([CH2:13][N:23]3[CH2:24][CH2:25][CH:26]([c:29]4[n:30][nH:31][c:32](-[c:34]5[n:35][cH:36][cH:37][cH:38][cH:39]5)[cH:33]4)[CH2:27][CH2:28]3)[cH:15][cH:16]2)[n:7][n:8]1. Starting materials: [C@H]([C@@H](C(=O)O)O)(C(=O)O)O ((2S,3S) (-) tartaric acid), CNC1CCCC2=CC=CC=C12 (N-methyl-1,2,3,4-tetrahydro-1-naphthylamine). The solvent is O (water). The product is C(C(O)C(O)C(=O)O)(=O)O ((-) tartaric acid), (S)-amine. As a reaction SMILES: [C@@H:1]([OH:10])([C:7]([OH:9])=[O:8])[C@H:2]([OH:6])[C:3]([OH:5])=[O:4].CNC1C2C(=CC=CC=2)CCC1>O>[C:7]([OH:9])(=[O:8])[CH:1]([CH:2]([C:3]([OH:5])=[O:4])[OH:6])[OH:10]. Procedure details: A solution of (2S,3S) (-) tartaric acid (160.3 g in water (50 ml) was treated with N-methyl-1,2,3,4-tetrahydro-1-naphthylamine (172.2 g), the temperature being allowed to rise to 35° C. The resulting clear solution was chilled to induce crystallisation and granulated for several hours at 5° C. Filtration, washing with water (3×50 ml) and drying gave the crude (-) tartaric acid salt of the (S)-amine (198.2 g) as a white solid, m.p. 99°-106° C. Fractional recrystallisation from water gave the (-)t... The reactants are C(OCI)(OCCOC)=O (iodomethyl 2-(methyloxy)ethyl carbonate), [Na].FC1=C(C=CC(=C1)F)CNC(=O)C=1C(C(=C2N(C[C@@H]3N(C2=O)[C@H](CO3)C)C1)O)=O ((3S,11aR)—N-[(2,4-difluorophenyl)methyl]-6-hydroxy-3-methyl-5,7-dioxo-2,3,5,7,11,11a-hexahydro[1,3]oxazolo[3,2-a]pyrido[1,2-d]pyrazine-8-carboxamide sodium salt), C([O-])([O-])=O.[K+].[K+] (potassium carbonate). The reagents and catalysts are S(=O)(=O)(O)[O-].C(CCC)[N+](CCCC)(CCCC)CCCC (tetrabutylammonium hydrogen sulfate). The product is C(OCOC=1C(C(=CN2C[C@@H]3N(C(C21)=O)[C@H](CO3)C)C(=O)NCC3=C(C=C(C=C3)F)F)=O)(OCCOC)=O ({[(3S,11aR)-8-({[(2,4-Difluorophenyl)methyl]amino}carbonyl)-3-methyl-5,7-dioxo-2,3,5,7,11,11a-hexahydro[1,3]oxazolo[3,2-a]pyrido[1,2-d]pyrazin-6-yl]oxy}methyl 2-(methyloxy)ethyl carbonate). Reaction SMILES: [C:1](=[O:10])([O:5][CH2:6][CH2:7][O:8][CH3:9])[O:2][CH2:3]I.[Na].[F:12][C:13]1[CH:18]=[C:17]([F:19])[CH:16]=[CH:15][C:14]=1[CH2:20][NH:21][C:22]([C:24]1[C:25](=[O:40])[C:26]([OH:39])=[C:27]2[C:32](=[O:33])[N:31]3[C@@H:34]([CH3:37])[CH2:35][O:36][C@@H:30]3[CH2:29][N:28]2[CH:38]=1)=[O:23].C(=O)([O-])[O-].[K+].[K+]>S([O-])(O)(=O)=O.C([N+](CCCC)(CCCC)CCCC)CCC>[C:1](=[O:10])([O:5][CH2:6][CH2:7][O:8][CH3:9])[O:2][CH2:3][O:39][C:26]1[C:25](=[O:40])[C:24]([C:22]([NH:21][CH2:20][C:14]2[CH:15]=[CH:16][C:17]([F:19])=[CH:18][C:13]=2[F:12])=[O:23])=[CH:38][N:28]2[C:27]=1[C:32](=[O:33])[N:31]1[C@@H:34]([CH3:37])[CH2:35][O:36][C@@H:30]1[CH2:29]2 |f:1.2,3.4.5,6.7,^1:10|. Procedure: The title compound was prepared from iodomethyl 2-(methyloxy)ethyl carbonate (122 mg, 0.468 mmol), 1b (50 mg, 0.117 mmol), potassium carbonate (48 mg, 0.351 mmol), and tetrabutylammonium hydrogen sulfate (40 mg, 0.117 mmol), using a similar process to that described in example 1. 1H NMR (CDCl3) δ 10.20 (m, 1H), 8.42 (s, 1H), 7.34 (m, 1H), 6.80 (m, 2H), 5.94 (d, J=6.8 Hz, 1H), 5.87 (d, J=6.4 Hz, 1H), 5.30 (dd, J=10, 4 Hz, 1H), 4.59 (m, 2H), 4.43-4.29 (m, 5H), 3.92 (m, 3H), 3.70-3.61 (m, 3H), 3.36... The reactants are C(C)(C)N(C(C)C)CC (N,N-Diisopropylethylamine), N[C@H]1[C@@H]2N(C(=C(CS2)OCC2=CC(OC2)=O)C(=O)OC(C2=CC=CC=C2)C2=CC=CC=C2)C1=O (diphenylmethyl 7β-amino-3-(2,5-dihydro-2-oxofuran-4-ylmethyloxy)ceph-3-em-4-carboxylate), Cl.C(C1=CC=CC=C1)(C1=CC=CC=C1)(C1=CC=CC=C1)NC=1SC=C(N1)/C(/C(=O)O)=N/OC (2-(2-tritylaminothiazol-4-yl)-2-(Z)-methoxyiminoacetic acid hydrochloride), CS(=O)(=O)Cl (methanesulphonyl chloride). Run in N1=CC=CC=C1 (pyridine), O (water), C(C)(=O)OCC (ethyl acetate), CN(C=O)C (dimethylformamide), CN(C=O)C (dimethylformamide). Conditions: temperature -50 celsius, time 30 minute. Product: O=C1OCC(=C1)COC=1CS[C@H]2N(C1C(=O)OC(C1=CC=CC=C1)C1=CC=CC=C1)C([C@H]2NC(\C(=N/OC)\C=2N=C(SC2)NC(C2=CC=CC=C2)(C2=CC=CC=C2)C2=CC=CC=C2)=O)=O (Diphenylmethyl 3-(2,5-Dihydro-2-oxofuran-4-ylmethyloxy)-7β-[2-(2-tritylaminothiazol-4-yl)-2-(Z)-methoxyiminoacetamido]ceph-3-em-4-carboxylate). As a reaction SMILES: Cl.[C:2]([NH:21][C:22]1[S:23][CH:24]=[C:25](/[C:27](=[N:31]/[O:32][CH3:33])/[C:28](O)=[O:29])[N:26]=1)([C:15]1[CH:20]=[CH:19][CH:18]=[CH:17][CH:16]=1)([C:9]1[CH:14]=[CH:13][CH:12]=[CH:11][CH:10]=1)[C:3]1[CH:8]=[CH:7][CH:6]=[CH:5][CH:4]=1.C(N(CC)C(C)C)(C)C.CS(Cl)(=O)=O.[NH2:48][C@@H:49]1[C:80](=[O:81])[N:51]2[C:52]([C:64]([O:66][CH:67]([C:74]3[CH:79]=[CH:78][CH:77]=[CH:76][CH:75]=3)[C:68]3[CH:73]=[CH:72][CH:71]=[CH:70][CH:69]=3)=[O:65])=[C:53]([O:56][CH2:57][C:58]3[CH2:62][O:61][C:60](=[O:63])[CH:59]=3)[CH2:54][S:55][C@H:50]12>CN(C)C=O.O.C(OCC)(=O)C.N1C=CC=CC=1>[O:63]=[C:60]1[CH:59]=[C:58]([CH2:57][O:56][C:53]2[CH2:54][S:55][C@@H:50]3[C@H:49]([NH:48][C:28](=[O:29])/[C:27](/[C:25]4[N:26]=[C:22]([NH:21][C:2]([C:9]5[CH:14]=[CH:13][CH:12]=[CH:11][CH:10]=5)([C:3]5[CH:4]=[CH:5][CH:6]=[CH:7][CH:8]=5)[C:15]5[CH:20]=[CH:19][CH:18]=[CH:17][CH:16]=5)[S:23][CH:24]=4)=[N:31]\[O:32][CH3:33])[C:80](=[O:81])[N:51]3[C:52]=2[C:64]([O:66][CH:67]([C:74]2[CH:75]=[CH:76][CH:77]=[CH:78][CH:79]=2)[C:68]2[CH:73]=[CH:72][CH:71]=[CH:70][CH:69]=2)=[O:65])[CH2:62][O:61]1 |f:0.1|. Procedure details: A stirred solution of 2-(2-tritylaminothiazol-4-yl)-2-(Z)-methoxyiminoacetic acid hydrochloride (300 mg) in dimethylformamide (4 ml) was cooled to -50° C. whilst under an inert atmosphere. N,N-Diisopropylethylamine (218 μl) was added followed by methanesulphonyl chloride (49 μl). The reaction was stirred for 30 min. at -50° C. before treating with pyridine (52 μl) followed by a solution of diphenylmethyl 7β-amino-3-(2,5-dihydro-2-oxofuran-4-ylmethyloxy)ceph-3-em-4-carboxylate (300 mg) in dimethy... The reactants are C1(=CC=CC=C1)[C@H]([C@H](O)C1=CC=CC=C1)O ((1R,2R)-1,2-diphenyl-1,2-ethanediol), CC1=CC(CCC1)=O (3-methyl-2-cyclohexen-1-one). Reagents/catalysts: CC1=CC=C(C=C1)S(=O)(=O)[O-].C1=CC=[NH+]C=C1 (PPTS). Solvent: CCOCC (ether), C1=CC=CC=C1 (benzene), C1=CC=CC=C1 (benzene). Conditions: temperature 115 celsius. The product is CC1=CC2(O[C@@H]([C@H](O2)C2=CC=CC=C2)C2=CC=CC=C2)CCC1 ((2R,3R)-7-Methyl-2,3-diphenyl-1,4-dioxaspiro[4.5]dec-6-ene). Yield: 99.9%. As a reaction SMILES: [C:1]1([C@@H:7]([OH:16])[C@@H:8]([C:10]2[CH:15]=[CH:14][CH:13]=[CH:12][CH:11]=2)[OH:9])[CH:6]=[CH:5][CH:4]=[CH:3][CH:2]=1.[CH3:17][C:18]1[CH2:23][CH2:22][CH2:21][C:20](=O)[CH:19]=1>C1C=CC=CC=1.CCOCC.CC1C=CC(S([O-])(=O)=O)=CC=1.C1C=C[NH+]=CC=1>[CH3:17][C:18]1[CH2:23][CH2:22][CH2:21][C:20]2([O:9][C@H:8]([C:10]3[CH:15]=[CH:14][CH:13]=[CH:12][CH:11]=3)[C@@H:7]([C:1]3[CH:2]=[CH:3][CH:4]=[CH:5][CH:6]=3)[O:16]2)[CH:19]=1 |f:4.5|. Procedure details: (1R,2R)-1,2-diphenyl-1,2-ethanediol (150 g, 699 mmol) and 3-methyl-2-cyclohexen-1-one (77 g, 699 mmol) were suspended in benzene (1398 mL) and treated with PPTS (4.39 g, 17.48 mmol). The flask was fitted with a Dean-Stark trap filled with benzene and a condenser. The reaction was heated to 115° C. for 3 days, and then the reaction was cooled to ambient temperature and diluted with ether. The mixture was washed with saturated aq NaHCO3. The organic layer was dried over MgSO4, filtered and concent... Yields the product C(C1=CC=CC=C1)OCCN=C=O (2-benzyloxyethylisocyanate). Run in CCOCC (ether). Reaction SMILES: [CH2:1]([O:8][CH2:9][CH2:10]C(O)=O)[C:2]1[CH:7]=[CH:6][CH:5]=[CH:4][CH:3]=1.S(Cl)(Cl)=O.C[N:19](C)[CH:20]=[O:21]>CCOCC>[CH2:1]([O:8][CH2:9][CH2:10][N:19]=[C:20]=[O:21])[C:2]1[CH:3]=[CH:4][CH:5]=[CH:6][CH:7]=1. Procedure: To 3-benzyloxypropionic acid (129.6 g) in ether (310 ml) and N,N-dimethylformamide (4 ml) was added thionyl chloride (155 ml). The solution was refluxed for 2 hours, and solvents and excess thionyl chloride were removed by evaporation in vacuo. Yield 132 g of 3-Benzyloxypropionic acid chloride as an oil. To an ice cooled solution of the thus prepared acid chloride (132 g) in acetone (450 ml) was added a cold solution of sodium azide (48.5 g) in water (200 ml) at 5° C. After additional stirring a... Reaction conditions: temperature 5 celsius, time 30 minute. Starting materials: C(C1=CC=CC=C1)OCCC(=O)O (3-benzyloxypropionic acid), S(=O)(Cl)Cl (thionyl chloride), CN(C=O)C (N,N-dimethylformamide). Reactants: CC(=O)Nc1ccc2c(c1)C(=O)C(=O)N2, CC(C)N(CCCl)C(C)C, Cl. Product: CC(=O)Nc1ccc2c(c1)C(=O)C(=O)N2CCN(C(C)C)C(C)C. RXN SMILES: [C:1]([CH3:2])(=[O:3])[NH:4][c:5]1[cH:6][c:7]2[c:11]([cH:12][cH:13]1)[NH:10][C:9](=[O:14])[C:8]2=[O:15].[CH:17]([CH3:18])([CH3:19])[N:20]([CH2:21][CH2:22][Cl:23])[CH:24]([CH3:25])[CH3:26].[ClH:16]>>[C:1]([CH3:2])(=[O:3])[NH:4][c:5]1[cH:6][c:7]2[c:11]([cH:12][cH:13]1)[N:10]([CH2:22][CH2:21][N:20]([CH:17]([CH3:18])[CH3:19])[CH:24]([CH3:25])[CH3:26])[C:9](=[O:14])[C:8]2=[O:15]. Reactants: ClC=1C(=NC=CN1)C1=NC(=NC(=C1)SC)C (4-(3-chloropyrazin-2-yl)-2-methyl-6-(methylthio)pyrimidine), N1N=CC=2C(=CC=CC12)N (1H-indazol-4-amine), crude material. Run in C(=O)(O)[O-].[Na+] (NaHCO3), C(C)O (ethanol). Reaction conditions: temperature 160 celsius. The product is CC1=NC(=CC(=N1)C=1C(=NC=CN1)NC=1C=2C=NNC2C=CC1)SC (N-(3-(2-methyl-6-(methylthio)pyrimidin-4-yl)pyrazin-2-yl)-1H-indazol-4-amine). The yield is 45.9%. Reaction SMILES: Cl[C:2]1[C:3]([C:8]2[CH:13]=[C:12]([S:14][CH3:15])[N:11]=[C:10]([CH3:16])[N:9]=2)=[N:4][CH:5]=[CH:6][N:7]=1.[NH:17]1[C:25]2[CH:24]=[CH:23][CH:22]=[C:21]([NH2:26])[C:20]=2[CH:19]=[N:18]1>C(O)C.C([O-])(O)=O.[Na+]>[CH3:16][C:10]1[N:9]=[C:8]([C:3]2[C:2]([NH:26][C:21]3[C:20]4[CH:19]=[N:18][NH:17][C:25]=4[CH:24]=[CH:23][CH:22]=3)=[N:7][CH:6]=[CH:5][N:4]=2)[CH:13]=[C:12]([S:14][CH3:15])[N:11]=1 |f:3.4|. Procedure: A glass microwave reaction vessel was charged with 4-(3-chloropyrazin-2-yl)-2-methyl-6-(methylthio)pyrimidine (60 mg, 0.237 mmol) and 1H-indazol-4-amine (63.2 mg, 0.475 mmol, Bionet) in ethanol (2 mL). The reaction mixture was stirred and heated in an Emrys Optmizer microwave reactor (Personal Chemistry, Biotage AB, Inc., Upssala, Sweden) at 160° C. for 30 min. The reaction mixture was diluted with saturated NaHCO3 (5 mL) and extracted with EtOAc (2×30 mL). The combined organic extracts were was...